From a dataset of the Open Reaction Database (ORD), a public repository of structured organic reaction records. describe an organic reaction: reactants, conditions, products, and yield The reactants are [Al+3], [Cl-], [Cl-], [Cl-], COc1ccc2c(c1)CCC(C=O)=C2Cl, ClCCl. The product is O=CC1=C(Cl)c2ccc(O)cc2CC1. As a reaction SMILES: [Al+3:17].[Cl-:16].[Cl-:18].[Cl-:19].[Cl:1][C:2]1=[C:3]([CH:14]=[O:15])[CH2:4][CH2:5][c:6]2[cH:7][c:8]([O:12][CH3:13])[cH:9][cH:10][c:11]21.[Cl:20][CH2:21][Cl:22]>>[Cl:1][C:2]1=[C:3]([CH:14]=[O:15])[CH2:4][CH2:5][c:6]2[cH:7][c:8]([OH:12])[cH:9][cH:10][c:11]21. The reactants are C(C)(C)OC(CCCCCOC=1C(=CC2=C(N(C(=N2)C2=CC=CC=C2)C2=CC=CC=C2)C1)N)=O (6-[(5-Amino-1,2-diphenyl-1H-benzimidazol-6-yl)oxy]hexanoic acid isopropyl ester), C1(=CC=CC=C1)CS(=O)(=O)Cl (benzenemethanesulfonic acid chloride). Product: C(C)(C)OC(CCCCCOC=1C(=CC2=C(N(C(=N2)C2=CC=CC=C2)C2=CC=CC=C2)C1)NS(=O)(=O)CC1=CC=CC=C1)=O (6-[[5-[(Benzylsulfonyl)amino]-1,2-diphenyl-1H-benzimidazol-6-yl]oxy]hexanoic acid isopropyl ester). RXN SMILES: [CH:1]([O:4][C:5](=[O:34])[CH2:6][CH2:7][CH2:8][CH2:9][CH2:10][O:11][C:12]1[C:13]([NH2:33])=[CH:14][C:15]2[N:19]=[C:18]([C:20]3[CH:25]=[CH:24][CH:23]=[CH:22][CH:21]=3)[N:17]([C:26]3[CH:31]=[CH:30][CH:29]=[CH:28][CH:27]=3)[C:16]=2[CH:32]=1)([CH3:3])[CH3:2].[C:35]1([CH2:41][S:42](Cl)(=[O:44])=[O:43])[CH:40]=[CH:39][CH:38]=[CH:37][CH:36]=1>>[CH:1]([O:4][C:5](=[O:34])[CH2:6][CH2:7][CH2:8][CH2:9][CH2:10][O:11][C:12]1[C:13]([NH:33][S:42]([CH2:41][C:35]2[CH:40]=[CH:39][CH:38]=[CH:37][CH:36]=2)(=[O:44])=[O:43])=[CH:14][C:15]2[N:19]=[C:18]([C:20]3[CH:21]=[CH:22][CH:23]=[CH:24][CH:25]=3)[N:17]([C:26]3[CH:27]=[CH:28][CH:29]=[CH:30][CH:31]=3)[C:16]=2[CH:32]=1)([CH3:3])[CH3:2]. Reported procedure: 6-[(5-Amino-1,2-diphenyl-1H-benzimidazol-6-yl)oxy]hexanoic acid isopropyl ester was reacted with benzenemethanesulfonic acid chloride according to general operating instructions 13. Starting materials: CS(=O)(=O)OCC(CC12CCC(CC1)CC2)NC(=O)OCC2=CC=CC=C2 (2-(benzyloxycarbonylamino)-3-(bicyclo[2.2.2]octan-1-yl)propyl methanesulfonate), NC (NH2Me). Run in CO (MeOH). Run at temperature 35 celsius, time 8 hour. Product: C12(CCC(CC1)CC2)CC(CNC)NC(OCC2=CC=CC=C2)=O (benzyl 1-(bicyclo[2.2.2]octan-1-yl)-3-(methylamino)propan-2-ylcarbamate). Reaction SMILES: CS(O[CH2:6][CH:7]([NH:17][C:18]([O:20][CH2:21][C:22]1[CH:27]=[CH:26][CH:25]=[CH:24][CH:23]=1)=[O:19])[CH2:8][C:9]12[CH2:16][CH2:15][CH:12]([CH2:13][CH2:14]1)[CH2:11][CH2:10]2)(=O)=O.[NH2:28][CH3:29]>CO>[C:9]12([CH2:8][CH:7]([NH:17][C:18](=[O:19])[O:20][CH2:21][C:22]3[CH:27]=[CH:26][CH:25]=[CH:24][CH:23]=3)[CH2:6][NH:28][CH3:29])[CH2:16][CH2:15][CH:12]([CH2:13][CH2:14]1)[CH2:11][CH2:10]2. Reported procedure: 2-(benzyloxycarbonylamino)-3-(bicyclo[2.2.2]octan-1-yl)propyl methanesulfonate (830 mg, 2.1 mmol) was dissolved in 15 mL of NH2Me in MeOH and stirred at 30-40° C. overnight. The mixture was concentrated to give benzyl 1-(bicyclo[2.2.2]octan-1-yl)-3-(methylamino)propan-2-ylcarbamate (1.0 g, crude) as an oil, which was used in the next step without further purification. MS ESI +ve m/z 331 (M+H). Reactants: BrCc1ccccc1, O=C([O-])[O-], O=C([O-])[O-], CN(C)C=O, [Cs+], [Cs+], [K+], [K+], Oc1cccnc1I. Product: Ic1ncccc1OCc1ccccc1. As a reaction SMILES: [Br:21][CH2:22][c:23]1[cH:24][cH:25][cH:26][cH:27][cH:28]1.[C:1](=[O:2])([O-:3])[O-:4].[C:7](=[O:8])([O-:9])[O-:10].[CH3:29][N:30]([CH3:31])[CH:32]=[O:33].[Cs+:11].[Cs+:12].[K+:5].[K+:6].[OH:13][c:14]1[c:15]([I:20])[n:16][cH:17][cH:18][cH:19]1>>[O:13]([c:14]1[c:15]([I:20])[n:16][cH:17][cH:18][cH:19]1)[CH2:22][c:23]1[cH:24][cH:25][cH:26][cH:27][cH:28]1. The reactants are ClCCl, COc1ccc(Cl)c(Nc2ncnc3cc(OC)cc(O)c23)c1, CC(C)(C)OC(=O)N=NC(=O)OC(C)(C)C, OCCCN1CCOCC1, c1ccc(P(c2ccccc2)c2ccccc2)cc1. Product: COc1ccc(Cl)c(Nc2ncnc3cc(OC)cc(OCCCN4CCOCC4)c23)c1. RXN SMILES: [CH2:69]([Cl:70])[Cl:71].[Cl:17][c:18]1[c:19]([NH:20][c:21]2[n:22][cH:23][n:24][c:25]3[cH:26][c:27]([O:32][CH3:33])[cH:28][c:29]([OH:31])[c:30]23)[cH:34][c:35]([O:38][CH3:39])[cH:36][cH:37]1.[N:1]([C:2]([O:3][C:4]([CH3:5])([CH3:6])[CH3:7])=[O:8])=[N:9][C:10]([O:11][C:12]([CH3:13])([CH3:14])[CH3:15])=[O:16].[OH:40][CH2:41][CH2:42][CH2:43][N:44]1[CH2:45][CH2:46][O:47][CH2:48][CH2:49]1.[c:50]1([P:51]([c:52]2[cH:53][cH:54][cH:55][cH:56][cH:57]2)[c:58]2[cH:59][cH:60][cH:61][cH:62][cH:63]2)[cH:64][cH:65][cH:66][cH:67][cH:68]1>>[Cl:17][c:18]1[c:19]([NH:20][c:21]2[n:22][cH:23][n:24][c:25]3[cH:26][c:27]([O:32][CH3:33])[cH:28][c:29]([O:31][CH2:41][CH2:42][CH2:43][N:44]4[CH2:45][CH2:46][O:47][CH2:48][CH2:49]4)[c:30]23)[cH:34][c:35]([O:38][CH3:39])[cH:36][cH:37]1. The reactants are C(C)(=O)ON1CC(=CC=C1OC=1C=C2CCC=CC2=CC1)NC(=O)NC1=CC=C(C=C1)C(F)(F)F (N1-{1-acetoxy-6-[(3,4-dihydronaphthalene-6-yl)oxy]pyridine-3-yl}-N3-[4-(trifluoromethyl)phenyl]urea), C([O-])([O-])=O.[K+].[K+] (potassium carbonate). The solvent is C(C)O (ethanol). Run at time 40 minute. Product: C1(CCCC2=CC(=CC=C12)OC1=CC=C(C=N1)NC(=O)NC1=CC=C(C=C1)C(F)(F)F)=O (N1-{6-[(3,4-dihydro-1(2H)-naphthalenon-6-yl)oxy]pyridin-3-yl}-N3-[4-(trifluoromethyl)phenyl]urea). Yield: 70.9%. As a reaction SMILES: C(O[N:5]1[C:10]([O:11][C:12]2[CH:13]=[C:14]3[C:19](=[CH:20][CH:21]=2)[CH:18]=[CH:17][CH2:16][CH2:15]3)=[CH:9][CH:8]=[C:7]([NH:22][C:23]([NH:25][C:26]2[CH:31]=[CH:30][C:29]([C:32]([F:35])([F:34])[F:33])=[CH:28][CH:27]=2)=[O:24])[CH2:6]1)(=O)C.C(=O)([O-])[O-:37].[K+].[K+]>C(O)C>[C:18]1(=[O:37])[C:19]2[C:14](=[CH:13][C:12]([O:11][C:10]3[N:5]=[CH:6][C:7]([NH:22][C:23]([NH:25][C:26]4[CH:31]=[CH:30][C:29]([C:32]([F:35])([F:34])[F:33])=[CH:28][CH:27]=4)=[O:24])=[CH:8][CH:9]=3)=[CH:21][CH:20]=2)[CH2:15][CH2:16][CH2:17]1 |f:1.2.3|. Procedure: To a solution of N1-{1-acetoxy-6-[(3,4-dihydronaphthalene-6-yl)oxy]pyridine-3-yl}-N3-[4-(trifluoromethyl)phenyl]urea (450 mg) in ethanol (20 ml), 980 mg of potassium carbonate was added and the mixture was stirred at room temperature for 40 minutes. After the reaction mixture was filtered and concentrated, the residue was dissolved in ethyl acetate and the solution was washed with water. After drying over anhydrous magnesium sulfate, the solvent was distilled off. The residue was washed with eth... The reactants are CC(C)(C)OC(=O)N1CCN(CP(C)(C)=O)CC1, ClCCl, O=C(O)C(F)(F)F. Yields the product CP(C)(=O)CN1CCNCC1. RXN SMILES: [CH3:1][P:2](=[O:3])([CH3:4])[CH2:5][N:6]1[CH2:7][CH2:8][N:9]([C:12]([O:13][C:14]([CH3:15])([CH3:16])[CH3:17])=[O:18])[CH2:10][CH2:11]1.[Cl:26][CH2:27][Cl:28].[F:19][C:20]([F:21])([F:22])[C:23]([OH:24])=[O:25]>>[CH3:1][P:2](=[O:3])([CH3:4])[CH2:5][N:6]1[CH2:7][CH2:8][NH:9][CH2:10][CH2:11]1. The reactants are O=C([O-])[O-], CC(C)=O, ClCc1cc(Cl)cc2c1OCOC2, [K+], [K+], O=[N+]([O-])c1ccccc1O. Product: O=[N+]([O-])c1ccccc1OCc1cc(Cl)cc2c1OCOC2. RXN SMILES: [C:11](=[O:12])([O-:13])[O-:14].[CH3:30][C:31](=[O:32])[CH3:33].[Cl:17][c:18]1[cH:19][c:20]([CH2:28][Cl:29])[c:21]2[c:22]([cH:27]1)[CH2:23][O:24][CH2:25][O:26]2.[K+:15].[K+:16].[OH:1][c:2]1[cH:3][cH:4][cH:5][cH:6][c:7]1[N+:8]([O-:9])=[O:10]>>[O:1]([c:2]1[cH:3][cH:4][cH:5][cH:6][c:7]1[N+:8]([O-:9])=[O:10])[CH2:28][c:20]1[cH:19][c:18]([Cl:17])[cH:27][c:22]2[c:21]1[O:26][CH2:25][O:24][CH2:23]2.